Dataset: the Open Reaction Database (ORD), a public repository of structured organic reaction records. Task: describe an organic reaction: reactants, conditions, products, and yield Reactants: NC=1C=C(C(=O)O)C=CC1 (m-aminobenzoic acid), [N+](=O)([O-])C=1C=C(C=CC1)S(=O)(=O)[O-] (m-nitrobenzene sulfonate), OCC(O)CO (glycerol), S(O)(O)(=O)=O (sulfuric acid), [OH-].[NH4+] (ammonium hydroxide), C (charcoal). Run in O (water), O (water), C(C)(=O)O (acetic acid). Reaction conditions: temperature 50 celsius. The product is N1=CC=CC=2C(=CC=CC12)C(=O)O (5-quinolinecarboxylic acid). Yield: 35.2%. Reaction SMILES: [NH2:1][C:2]1[CH:3]=[C:4]([CH:8]=[CH:9][CH:10]=1)[C:5]([OH:7])=[O:6].[N+]([C:14]1[CH:15]=C(S([O-])(=O)=O)C=C[CH:19]=1)([O-])=O.OCC(CO)O.S(=O)(=O)(O)O.[OH-].[NH4+].C>O.C(O)(=O)C>[N:1]1[C:2]2[CH:10]=[CH:9][CH:8]=[C:4]([C:5]([OH:7])=[O:6])[C:3]=2[CH:15]=[CH:14][CH:19]=1 |f:4.5|. Procedure: To a solution containing 15 g (0.1 mol) of m-aminobenzoic acid, 27 g (0.13 mol) of m-nitrobenzene sulfonate and 25 g (0.4 mol) of glycerol, was added 125 g of 70% sulfuric acid. The resultant reaction mixture was refluxed for about 2.5 hours, diluted with 125 mL of water, basified to pH 9 using ammonium hydroxide, stirred overnight with 5 g of charcoal, and then filtered. The filtrate was then boiled with 5 g charcoal, filtered, and then cooled to 50° C., acidified to pH 5 with glacial acetic ac... Reaction SMILES: [OH-].[Li+].[C:3]([N:6]1[C:15]2[C:10](=[CH:11][C:12]([C:16]([O:18]CCCC)=[O:17])=[CH:13][CH:14]=2)[C@H:9]([NH:23][C:24]([O:26][CH:27]([CH3:29])[CH3:28])=[O:25])[CH2:8][C@@H:7]1[CH3:30])(=[O:5])[CH3:4]>O.C(O)C>[C:3]([N:6]1[C:15]2[C:10](=[CH:11][C:12]([C:16]([OH:18])=[O:17])=[CH:13][CH:14]=2)[C@H:9]([NH:23][C:24]([O:26][CH:27]([CH3:29])[CH3:28])=[O:25])[CH2:8][C@@H:7]1[CH3:30])(=[O:5])[CH3:4] |f:0.1|. Isolated yield 85.0%. Procedure: Lithium hydroxide (0.365 g, 15.23 mmol) in water (5 mL) was added to a solution of butyl (2S,4R)-1-acetyl-2-methyl-4-({[(1-methylethyl)oxy]carbonyl}amino)-1,2,3,4-tetrahydro-6-quinolinecarboxylate (for a preparation, see Intermediate 65) (1.982 g, 5.08 mmol) in ethanol (5 ml) and the mixture was stirred for 16 h at this temperature then concentrated in vacuo. The aqueous residue was diluted with water (5 mL) and the aqueous phase was washed with Et2O (10 mL). The aqueous layer was acidified with... The product is C(C)(=O)N1[C@H](C[C@H](C2=CC(=CC=C12)C(=O)O)NC(=O)OC(C)C)C ((2S,4R)-1-acetyl-2-methyl-4-({[(1-methylethyl)oxy]carbonyl}amino)-1,2,3,4-tetrahydro-6-quinolinecarboxylic acid). Reaction conditions: time 16 hour. Starting materials: [OH-].[Li+] (Lithium hydroxide), C(C)(=O)N1[C@H](C[C@H](C2=CC(=CC=C12)C(=O)OCCCC)NC(=O)OC(C)C)C (butyl (2S,4R)-1-acetyl-2-methyl-4-({[(1-methylethyl)oxy]carbonyl}amino)-1,2,3,4-tetrahydro-6-quinolinecarboxylate), Intermediate 65. The solvent is C(C)O (ethanol), O (water). Reactants: CCCCCCCCCCSc1cc([N+](=O)[O-])cc(C(O)=NC)c1C(=O)O, [Na+], CN(C)C=O, O=S([O-])c1ccccc1. Product: CCCCCCCCCCSc1cc(S(=O)(=O)c2ccccc2)cc(C(O)=NC)c1C(=O)O. As a reaction SMILES: [CH3:1][N:2]=[C:3]([c:4]1[c:5]([C:6](=[O:7])[OH:8])[c:9]([S:16][CH2:17][CH2:18][CH2:19][CH2:20][CH2:21][CH2:22][CH2:23][CH2:24][CH2:25][CH3:26])[cH:10][c:11]([N+:13]([O-:14])=[O:15])[cH:12]1)[OH:27].[Na+:37].[O:38]=[CH:39][N:40]([CH3:41])[CH3:42].[c:28]1([S:34](=[O:35])[O-:36])[cH:29][cH:30][cH:31][cH:32][cH:33]1>>[CH3:1][N:2]=[C:3]([c:4]1[c:5]([C:6](=[O:7])[OH:8])[c:9]([S:16][CH2:17][CH2:18][CH2:19][CH2:20][CH2:21][CH2:22][CH2:23][CH2:24][CH2:25][CH3:26])[cH:10][c:11]([S:34]([c:28]2[cH:29][cH:30][cH:31][cH:32][cH:33]2)(=[O:35])=[O:36])[cH:12]1)[OH:27]. Starting materials: Cc1cc(Br)ccc1C#N, O=C([O-])[O-], COc1ccc(B(O)O)cc1, CCO, [Na+], [Na+], c1ccccc1, c1ccc(P(c2ccccc2)(c2ccccc2)[Pd](P(c2ccccc2)(c2ccccc2)c2ccccc2)(P(c2ccccc2)(c2ccccc2)c2ccccc2)P(c2ccccc2)(c2ccccc2)c2ccccc2)cc1. The product is COc1ccc(-c2ccc(C#N)c(C)c2)cc1. Reaction SMILES: [Br:1][c:2]1[cH:3][c:4]([CH3:10])[c:5]([C:6]#[N:7])[cH:8][cH:9]1.[C:11](=[O:12])([O-:13])[O-:14].[CH3:17][O:18][c:19]1[cH:20][cH:21][c:22]([B:25]([OH:26])[OH:27])[cH:23][cH:24]1.[CH3:34][CH2:35][OH:36].[Na+:15].[Na+:16].[cH:28]1[cH:29][cH:30][cH:31][cH:32][cH:33]1.[cH:37]1[cH:38][cH:39][c:40]([P:41]([Pd:42]([P:43]([c:44]2[cH:45][cH:46][cH:47][cH:48][cH:49]2)([c:50]2[cH:51][cH:52][cH:53][cH:54][cH:55]2)[c:56]2[cH:57][cH:58][cH:59][cH:60][cH:61]2)([P:62]([c:63]2[cH:64][cH:65][cH:66][cH:67][cH:68]2)([c:69]2[cH:70][cH:71][cH:72][cH:73][cH:74]2)[c:75]2[cH:76][cH:77][cH:78][cH:79][cH:80]2)[P:81]([c:82]2[cH:83][cH:84][cH:85][cH:86][cH:87]2)([c:88]2[cH:89][cH:90][cH:91][cH:92][cH:93]2)[c:94]2[cH:95][cH:96][cH:97][cH:98][cH:99]2)([c:100]2[cH:101][cH:102][cH:103][cH:104][cH:105]2)[c:106]2[cH:107][cH:108][cH:109][cH:110][cH:111]2)[cH:112][cH:113]1>>[c:2]1(-[c:22]2[cH:21][cH:20][c:19]([O:18][CH3:17])[cH:24][cH:23]2)[cH:3][c:4]([CH3:10])[c:5]([C:6]#[N:7])[cH:8][cH:9]1. Reactants: CCN=C=NCCCN(C)C, CSc1ncc2c(n1)N1CCCC1CN(c1cccc(-c3nc(C(=O)O)co3)c1)C2=O, CCOC(C)=O, Cl, N, CN(C)C=O, O, O, On1nnc2ccccc21. Yields the product CSc1ncc2c(n1)N1CCCC1CN(c1cccc(-c3nc(C(N)=O)co3)c1)C2=O. RXN SMILES: [CH2:35]([N:37]=[C:36]=[N:38][CH2:39][CH2:40][CH2:41][N:42]([CH3:43])[CH3:44])[CH3:45].[CH3:1][S:2][c:3]1[n:4][cH:5][c:6]2[c:7]([n:31]1)[N:8]1[CH2:9][CH2:10][CH2:11][CH:12]1[CH2:13][N:14]([c:17]1[cH:18][c:19](-[c:23]3[o:24][cH:25][c:26]([C:28](=[O:29])[OH:30])[n:27]3)[cH:20][cH:21][cH:22]1)[C:15]2=[O:16].[CH3:62][CH2:63][O:64][C:65](=[O:66])[CH3:67].[ClH:34].[NH3:33].[O:57]=[CH:58][N:59]([CH3:60])[CH3:61].[OH2:32].[OH2:46].[OH:47][n:48]1[c:49]2[cH:50][cH:51][cH:52][cH:53][c:54]2[n:55][n:56]1>>[CH3:1][S:2][c:3]1[n:4][cH:5][c:6]2[c:7]([n:31]1)[N:8]1[CH2:9][CH2:10][CH2:11][CH:12]1[CH2:13][N:14]([c:17]1[cH:18][c:19](-[c:23]3[o:24][cH:25][c:26]([C:28](=[O:30])[NH2:37])[n:27]3)[cH:20][cH:21][cH:22]1)[C:15]2=[O:16]. Reactants: CO, NC(=C1Sc2ccccc2C1=O)c1ccccc1, O, OO, O=[Se]=O. Yields the product NC(=C1C(=O)c2ccccc2S1=O)c1ccccc1. RXN SMILES: [CH3:25][OH:26].[NH2:6][C:7](=[C:8]1[C:9](=[O:17])[c:10]2[c:11]([cH:13][cH:14][cH:15][cH:16]2)[S:12]1)[c:18]1[cH:19][cH:20][cH:21][cH:22][cH:23]1.[OH2:24].[OH:1][OH:2].[Se:3](=[O:4])=[O:5]>>[O:1]=[S:12]1[C:8](=[C:7]([NH2:6])[c:18]2[cH:19][cH:20][cH:21][cH:22][cH:23]2)[C:9](=[O:17])[c:10]2[c:11]1[cH:13][cH:14][cH:15][cH:16]2. Product: CS(=O)(=O)CC1=NOC(=N1)C1CN(CC(C1)C1=CC=C(C=C1)C(F)(F)F)C(=O)N1CCC(CC1)C#N (1-({3-{3-[(Methylsulphonyl)methyl]-1,2,4-oxadiazol-5-yl}-5-[4-(trifluoromethyl)phenyl]piperidin-1-yl}carbonyl)piperidine-4-carbonitrile). Starting materials: C(#N)C1CCN(CC1)C(=O)N1CC(CC(C1)C1=CC=C(C=C1)C(F)(F)F)C(=O)O (1-[(4-Cyanopiperidin-1-yl)carbonyl]-5-[4-(trifluoromethyl)phenyl]piperidine-3-carboxylic acid), ON=C(CS(=O)(=O)C)N (N′-hydroxy-2-(methylsulphonyl)ethanimidamide). Procedure details: 100 mg (0.244 mmol) of 1-[(4-cyanopiperidin-1-yl)carbonyl]-5-[4-(trifluoromethyl)phenyl]piperidine-3-carboxylic acid (Example 100A) and 40.9 mg (0.269 mmol) of N′-hydroxy-2-(methylsulphonyl)ethanimidamide were reacted according to the General Method 1. Yield: 31.2 mg (24% of theory). RXN SMILES: [C:1]([CH:3]1[CH2:8][CH2:7][N:6]([C:9]([N:11]2[CH2:16][CH:15]([C:17]3[CH:22]=[CH:21][C:20]([C:23]([F:26])([F:25])[F:24])=[CH:19][CH:18]=3)[CH2:14][CH:13]([C:27](O)=[O:28])[CH2:12]2)=[O:10])[CH2:5][CH2:4]1)#[N:2].O[N:31]=[C:32]([NH2:38])[CH2:33][S:34]([CH3:37])(=[O:36])=[O:35]>>[CH3:37][S:34]([CH2:33][C:32]1[N:38]=[C:27]([CH:13]2[CH2:14][CH:15]([C:17]3[CH:18]=[CH:19][C:20]([C:23]([F:25])([F:24])[F:26])=[CH:21][CH:22]=3)[CH2:16][N:11]([C:9]([N:6]3[CH2:7][CH2:8][CH:3]([C:1]#[N:2])[CH2:4][CH2:5]3)=[O:10])[CH2:12]2)[O:28][N:31]=1)(=[O:36])=[O:35]. The reactants are Cc1ccc(O)cc1, CC(C)OC(C)C, Cc1ccc(OC(=O)Cl)cc1, [H-], [Na+], O=c1[nH]c2c(c(=O)n1C1CCCCO1)CCC2, C1CCOC1, O. Product: Cc1ccc(OC(=O)n2c3c(c(=O)n(C4CCCCO4)c2=O)CCC3)cc1. Reaction SMILES: [CH3:31][c:32]1[cH:33][cH:34][c:35]([OH:36])[cH:37][cH:38]1.[CH:39]([O:40][CH:41]([CH3:42])[CH3:43])([CH3:44])[CH3:45].[Cl:20][C:21](=[O:22])[O:23][c:24]1[cH:25][cH:26][c:27]([CH3:30])[cH:28][cH:29]1.[H-:18].[Na+:19].[O:1]1[CH:2]([n:7]2[c:8](=[O:17])[nH:9][c:10]3[c:11]([c:12]2=[O:13])[CH2:14][CH2:15][CH2:16]3)[CH2:3][CH2:4][CH2:5][CH2:6]1.[O:47]1[CH2:48][CH2:49][CH2:50][CH2:51]1.[OH2:46]>>[O:1]1[CH:2]([n:7]2[c:8](=[O:17])[n:9]([C:21](=[O:22])[O:23][c:24]3[cH:25][cH:26][c:27]([CH3:30])[cH:28][cH:29]3)[c:10]3[c:11]([c:12]2=[O:13])[CH2:14][CH2:15][CH2:16]3)[CH2:3][CH2:4][CH2:5][CH2:6]1. Reactants: O=C([O-])[O-], CCI, COC(=O)c1ccc(OCc2ccccc2)cc1O, CN(C)C=O, [K+], [K+], O. The product is CCOc1cc(OCc2ccccc2)ccc1C(=O)OC. RXN SMILES: [C:23](=[O:24])([O-:25])[O-:26].[CH2:1]([CH3:2])[I:3].[CH2:4]([c:5]1[cH:6][cH:7][cH:8][cH:9][cH:10]1)[O:11][c:12]1[cH:13][c:14]([OH:22])[c:15]([C:16](=[O:17])[O:18][CH3:19])[cH:20][cH:21]1.[CH3:30][N:31]([CH3:32])[CH:33]=[O:34].[K+:27].[K+:28].[OH2:29]>>[CH2:1]([CH3:2])[O:22][c:14]1[cH:13][c:12]([O:11][CH2:4][c:5]2[cH:6][cH:7][cH:8][cH:9][cH:10]2)[cH:21][cH:20][c:15]1[C:16](=[O:17])[O:18][CH3:19]. Starting materials: N-hydroxysuccinimide ester, C(CCCCCCCCCCCCCCC)(=O)OC(CC(=O)N[C@@H](CCCCNC(=O)OCC1=CC=CC=C1)C(=O)O)CCCCCCCCCCCCCCC (Nα -(3-hexadecanoyloxyoctadecanoyl)-Nε -benzyloxycarbonyl-L-lysine), N[C@@H](CCC(=O)O)C(=O)O (L-glutamic acid). The product is C(CCCCCCCCCCCCCCC)(=O)OC(CC(=O)N[C@@H](CCCCNC(=O)OCC1=CC=CC=C1)C(=O)N[C@@H](CCC(=O)O)C(=O)O)CCCCCCCCCCCCCCC (N-[Nα -(3-hexadecanoyloxyoctadecanoyl)-Nε -benzyloxycarbonyl-L-lysyl]-L-glutamic acid). Yield: 68.9%. As a reaction SMILES: [C:1]([O:18][CH:19]([CH2:43][CH2:44][CH2:45][CH2:46][CH2:47][CH2:48][CH2:49][CH2:50][CH2:51][CH2:52][CH2:53][CH2:54][CH2:55][CH2:56][CH3:57])[CH2:20][C:21]([NH:23][C@H:24]([C:40]([OH:42])=O)[CH2:25][CH2:26][CH2:27][CH2:28][NH:29][C:30]([O:32][CH2:33][C:34]1[CH:39]=[CH:38][CH:37]=[CH:36][CH:35]=1)=[O:31])=[O:22])(=[O:17])[CH2:2][CH2:3][CH2:4][CH2:5][CH2:6][CH2:7][CH2:8][CH2:9][CH2:10][CH2:11][CH2:12][CH2:13][CH2:14][CH2:15][CH3:16].[NH2:58][C@H:59]([C:65]([OH:67])=[O:66])[CH2:60][CH2:61][C:62]([OH:64])=[O:63]>>[C:1]([O:18][CH:19]([CH2:43][CH2:44][CH2:45][CH2:46][CH2:47][CH2:48][CH2:49][CH2:50][CH2:51][CH2:52][CH2:53][CH2:54][CH2:55][CH2:56][CH3:57])[CH2:20][C:21]([NH:23][C@H:24]([C:40]([NH:58][C@H:59]([C:65]([OH:67])=[O:66])[CH2:60][CH2:61][C:62]([OH:64])=[O:63])=[O:42])[CH2:25][CH2:26][CH2:27][CH2:28][NH:29][C:30]([O:32][CH2:33][C:34]1[CH:35]=[CH:36][CH:37]=[CH:38][CH:39]=1)=[O:31])=[O:22])(=[O:17])[CH2:2][CH2:3][CH2:4][CH2:5][CH2:6][CH2:7][CH2:8][CH2:9][CH2:10][CH2:11][CH2:12][CH2:13][CH2:14][CH2:15][CH3:16]. Procedure details: Starting from N-hydroxysuccinimide ester of Nα -(3-hexadecanoyloxyoctadecanoyl)-Nε -benzyloxycarbonyl-L-lysine (3 g) prepared above and L-glutamic acid (1.18 g), N-[Nα -(3-hexadecanoyloxyoctadecanoyl)-Nε -benzyloxycarbonyl-L-lysyl]-L-glutamic acid (2.4 g) was obtained as crystals according to a similar manner to that of Example 16(2).